This data is from the Open Reaction Database (ORD), a public repository of structured organic reaction records. The task is: describe an organic reaction: reactants, conditions, products, and yield Starting materials: O=C(Cl)OCC(Cl)(Cl)Cl, ClCCl, [K+], [K+], O=C([O-])[O-], O, CN(C)CCC1(c2ccccc2)COc2ccccc21. The product is CN(CCC1(c2ccccc2)COc2ccccc21)C(=O)OCC(Cl)(Cl)Cl. RXN SMILES: [Cl:21][C:22](=[O:23])[O:24][CH2:25][C:26]([Cl:27])([Cl:28])[Cl:29].[Cl:36][CH2:37][Cl:38].[K+:30].[K+:31].[O-:32][C:33]([O-:34])=[O:35].[OH2:39].[c:1]1([C:7]2([CH2:16][CH2:17][N:18]([CH3:19])[CH3:20])[CH2:8][O:9][c:10]3[c:11]2[cH:12][cH:13][cH:14][cH:15]3)[cH:2][cH:3][cH:4][cH:5][cH:6]1>>[c:1]1([C:7]2([CH2:16][CH2:17][N:18]([CH3:19])[C:22](=[O:23])[O:24][CH2:25][C:26]([Cl:27])([Cl:28])[Cl:29])[CH2:8][O:9][c:10]3[c:11]2[cH:12][cH:13][cH:14][cH:15]3)[cH:2][cH:3][cH:4][cH:5][cH:6]1. The reactants are ice water, C1=CC2=C(C(=C1)N3C(=O)C4=C(C3=O)C(=C(C(=C4Cl)Cl)Cl)Cl)N=C(C=C2)C5C(=O)C6=C(C5=O)C(=C(C(=C6Cl)Cl)Cl)Cl (C.I. Pigment Yellow 138), S(O)(O)(=O)=O (sulfuric acid), S(O)(O)(=O)=O (sulfuric acid), S(O)(O)(=O)=O (sulfuric acid). Conditions: temperature 80 celsius, time 3 hour. Product: C1=CC=C2C(=C1)C=CC(=N2)C3C(=O)C4=CC=CC=C4C3=O (quinophthalone). RXN SMILES: [CH:1]1[CH:6]=[C:5](N2C(=O)C3C(Cl)=C(Cl)C(Cl)=C(Cl)C=3C2=O)[C:4]2[N:22]=[C:23]([CH:26]3[C:31](=[O:32])[C:30]4[C:33](Cl)=[C:34](Cl)[C:35](Cl)=[C:36](Cl)[C:29]=4[C:27]3=[O:28])[CH:24]=[CH:25][C:3]=2[CH:2]=1.S(=O)(=O)(O)O>>[CH:1]1[CH:2]=[C:3]2[CH:25]=[CH:24][C:23]([CH:26]3[C:27](=[O:28])[C:29]4[C:30](=[CH:33][CH:34]=[CH:35][CH:36]=4)[C:31]3=[O:32])=[N:22][C:4]2=[CH:5][CH:6]=1. Reported procedure: 45 parts of C.I. Pigment Yellow 138 (manufactured by BASF “Paliotol Yellow D0960”) was added gradually to 450 parts of 101% sulfuric acid prepared from fuming sulfuric acid (25% SO3) and sulfuric acid, and the mixture was stirred at 80° C. for 3 hours, allowing a sulfonation reaction to proceed. The reaction solution was poured into 5,000 parts of ice water, and the precipitate was filtered, washed with 2,000 parts of 0.1% hydrochloric acid, and additionally with 2,000 parts of purified water, t... Reactants: C(C1=CC=CC=C1)OC([C@H](N(C(=O)OC(C)(C)C)CCC(=O)OCC)CC(C)C)=O (N-[2-(ethoxycarbonyl)ethyl]-N-t-butyloxycarbonyl-D-leucine benzyl ester), [H][H] (hydrogen). The reagents and catalysts are [C].[Pd] (palladium-carbon). Solvent: CO (methanol). Product: C(C)OC(=O)CCN([C@H](CC(C)C)C(=O)O)C(=O)OC(C)(C)C (N-[2-(ethoxycarbonyl)ethyl]-N-t-butyloxycarbonyl-D-leucine). The yield is 93.0%. RXN SMILES: C([O:8][C:9](=[O:30])[C@@H:10]([CH2:26][CH:27]([CH3:29])[CH3:28])[N:11]([CH2:19][CH2:20][C:21]([O:23][CH2:24][CH3:25])=[O:22])[C:12]([O:14][C:15]([CH3:18])([CH3:17])[CH3:16])=[O:13])C1C=CC=CC=1.[H][H]>CO.[C].[Pd]>[CH2:24]([O:23][C:21]([CH2:20][CH2:19][N:11]([C:12]([O:14][C:15]([CH3:18])([CH3:16])[CH3:17])=[O:13])[C@@H:10]([C:9]([OH:30])=[O:8])[CH2:26][CH:27]([CH3:28])[CH3:29])=[O:22])[CH3:25] |f:3.4|. Procedure: N-[2-(ethoxycarbonyl)ethyl]-N-t-butyloxycarbonyl-D-leucine benzyl ester (837 mg) was dissolved in methanol (25 ml), and 10% palladium-carbon (90 mg) was added. The resulting mixture aerated with hydrogen was allowed to react at room temperature for 3 h, filtered and concentrated under reduced pressure to remove the solvent to give a colourless oil (612 mg, 93%), which was directly used for the next reaction. Starting materials: C[Mg]Cl (methyl magnesium chloride), ClC1=NC=C(C(=N1)Cl)OC (2,4-Dichloro-5-methoxypyrimidine), Cl (hydrochloric acid), C(C)OCC (diethyl ether), C[Mg]Cl (methyl magnesium chloride). The reagents and catalysts are C(C)(=O)CC(C)=O.[Fe+3] (iron(III) acetylacetone), C(C)(=O)CC(C)=O.[Fe+3] (iron(III) acetylacetone). Run in C1CCOC1 (THF). Conditions: time 8 hour. The product is ClC1=NC=C(C(=N1)C)OC (2-Chloro-5-methoxy-4-methylpyrimidine). As a reaction SMILES: [Cl:1][C:2]1[N:7]=[C:6](Cl)[C:5]([O:9][CH3:10])=[CH:4][N:3]=1.[CH3:11][Mg]Cl.Cl.C(OCC)C>C1COCC1.C(CC(=O)C)(=O)C.[Fe+3]>[Cl:1][C:2]1[N:7]=[C:6]([CH3:11])[C:5]([O:9][CH3:10])=[CH:4][N:3]=1 |f:5.6|. Reported procedure: 2,4-Dichloro-5-methoxypyrimidine (10 g) was dissolved in THF (100 ml), and while cooling, iron(III) acetylacetone (1.97 g), methyl magnesium chloride (3.0 M: 22.4 ml) were then added to the solution. The obtained mixture was stirred at room temperature overnight. Thereafter, iron(III) acetylacetone (1.97 g), and methyl magnesium chloride (3.0 M: 22.4 ml) were added to the reaction solution further twice. Thereafter, a 1 N hydrochloric acid aqueous solution was added to the reaction mixture, and ... Starting materials: C(CC1=CC=CC=C1)N (phenethylamine), ClC=1C2=C(N=C(N1)C1=CC=NO1)SC(=C2)CC (4-chloro-2-(isoxazol-5-yl)-6-ethyl-thieno-[2,3-d]-pyrimidine). Yields the product O1N=CC=C1C=1N=C(C2=C(N1)SC(=C2)CC)NCCC2=CC=CC=C2 (2-(isoxazol-5-yl)-4-phenethylamino-6-ethyl-thieno-[2,3-d]-pyrimidine). RXN SMILES: [CH2:1]([NH2:9])[CH2:2][C:3]1[CH:8]=[CH:7][CH:6]=[CH:5][CH:4]=1.Cl[C:11]1[C:12]2[CH:24]=[C:23]([CH2:25][CH3:26])[S:22][C:13]=2[N:14]=[C:15]([C:17]2[O:21][N:20]=[CH:19][CH:18]=2)[N:16]=1>>[O:21]1[C:17]([C:15]2[N:16]=[C:11]([NH:9][CH2:1][CH2:2][C:3]3[CH:8]=[CH:7][CH:6]=[CH:5][CH:4]=3)[C:12]3[CH:24]=[C:23]([CH2:25][CH3:26])[S:22][C:13]=3[N:14]=2)=[CH:18][CH:19]=[N:20]1. Procedure details: With the procedure of Example 1, the reaction of phenethylamine with 4-chloro-2-(isoxazol-5-yl)-6-ethyl-thieno-[2,3-d]-pyrimidine yields 2-(isoxazol-5-yl)-4-phenethylamino-6-ethyl-thieno-[2,3-d]-pyrimidine. Reactants: C(C1=CC=CC=C1)C1=NNC(C1)=O (3-benzyl-1H-pyrazol-5(4H)-one), ClC1=CC=[N+](C2=CC=CC=C12)[O-] (4-chloroquinoline N-oxide), C19H14ClN3O. Product: C(C1=CC=CC=C1)C/1=NNC(\C1=C\1/NC2=CC=CC=C2C(=C1)Cl)=O ((Z)-3-benzyl-4-(4-chloroquinolin-2(1H)-ylidene)-1H-pyrazol-5(4H)-one). As a reaction SMILES: [CH2:1]([C:8]1[CH2:12][C:11](=[O:13])[NH:10][N:9]=1)[C:2]1[CH:7]=[CH:6][CH:5]=[CH:4][CH:3]=1.[Cl:14][C:15]1[C:24]2[C:19](=[CH:20][CH:21]=[CH:22][CH:23]=2)[N+:18]([O-])=[CH:17][CH:16]=1>>[CH2:1]([C:8]1=[N:9][NH:10][C:11](=[O:13])/[C:12]/1=[C:17]1\[NH:18][C:19]2[C:24]([C:15]([Cl:14])=[CH:16]\1)=[CH:23][CH:22]=[CH:21][CH:20]=2)[C:2]1[CH:3]=[CH:4][CH:5]=[CH:6][CH:7]=1. Procedure: The title compound was prepared from 3-benzyl-1H-pyrazol-5(4H)-one and 4-chloroquinoline N-oxide under conditions similar to those described in Example 60. 1H NMR (400 MHz, DMSO-d6) δ ppm 2.76 (s, 2H) 3.98 (bs, 1H) 7.23-7.32 (m, 5H) 7.61 (t, J=7.58 Hz, 1H) 7.76-7.82 (m, 1H) 7.93 (d, J=8.34 Hz, 1H) 8.08-8.18 (m, 2H); ESI-MS: m/z calc'd for C19H14ClN3O 335.08. found 336.2 (M+H)+. The reactants are O=C([O-])[O-], CC(C)=O, OCC1CO1, [K+], [K+], OCCCc1ccc(O)cc1. Product: OCCCc1ccc(OCC(O)CO)cc1. Reaction SMILES: [C:12](=[O:13])([O-:14])[O-:15].[CH3:23][C:24](=[O:25])[CH3:26].[CH:18]1([CH2:19][OH:20])[CH2:21][O:22]1.[K+:16].[K+:17].[OH:1][c:2]1[cH:3][cH:4][c:5]([CH2:8][CH2:9][CH2:10][OH:11])[cH:6][cH:7]1>>[O:1]([c:2]1[cH:3][cH:4][c:5]([CH2:8][CH2:9][CH2:10][OH:11])[cH:6][cH:7]1)[CH2:21][CH:18]([CH2:19][OH:20])[OH:22]. Reactants: CCO (EtOH), OC1=C(C(N(C2=CC=CC=C12)C)=O)C(=O)OCC (ethyl 1,2-dihydro-4-hydroxy-1-methyl-2-oxo-quinoline-3-carboxylate), COC1=C(CNC2=CC=CC=C2)C=CC(=C1)OC (N-(2,4-dimethoxybenzyl)-aniline), N#N (N2). Run in CCCCCCC (heptane). Reaction conditions: temperature 100 celsius, time 8 hour. Product: COC1=C(CN(C(=O)C=2C(N(C3=CC=CC=C3C2O)C)=O)C2=CC=CC=C2)C=CC(=C1)OC (N-(2,4-dimethoxybenzyl)-N-phenyl-1,2-dihydro-4-hydroxy-1-methyl-2-oxo-quinoline-3-carboxamide). RXN SMILES: [OH:1][C:2]1[C:11]2[C:6](=[CH:7][CH:8]=[CH:9][CH:10]=2)[N:5]([CH3:12])[C:4](=[O:13])[C:3]=1[C:14]([O:16]CC)=O.[CH3:19][O:20][C:21]1[CH:34]=[C:33]([O:35][CH3:36])[CH:32]=[CH:31][C:22]=1[CH2:23][NH:24][C:25]1[CH:30]=[CH:29][CH:28]=[CH:27][CH:26]=1.N#N.CCO>CCCCCCC>[CH3:19][O:20][C:21]1[CH:34]=[C:33]([O:35][CH3:36])[CH:32]=[CH:31][C:22]=1[CH2:23][N:24]([C:25]1[CH:30]=[CH:29][CH:28]=[CH:27][CH:26]=1)[C:14]([C:3]1[C:4](=[O:13])[N:5]([CH3:12])[C:6]2[C:11]([C:2]=1[OH:1])=[CH:10][CH:9]=[CH:8][CH:7]=2)=[O:16]. Reported procedure: A solution of ethyl 1,2-dihydro-4-hydroxy-1-methyl-2-oxo-quinoline-3-carboxylate (9.25 g, 37.4 mmol) and N-(2,4-dimethoxybenzyl)-aniline (9.10 g, 37.4 mmol) in heptane (200 mL) was stirred at 110° C. under a flow of N2 for 6 h letting the EtOH evaporate from the reaction mixture. The product started to precipitate and some extra heptane was added. The reaction mixture was then stirred at 100° C. overnight, still under a gentle flow of N2. The product (12.21 g, 73%) crystallized from the reaction... The reactants are C(=O)(OC)C=1C(=NC=CC1)C(=O)O (3-carbomethoxypicolinic acid), FC1=CC=C(C=O)C=C1 (4-fluorobenzaldehyde), N#N (N2). Solvent: CC=1C=CC(=CC1)C(C)C (p-cymene). Product: FC1=CC=C(C=C1)C1OC(C=2C1=NC=CC2)=O (7-(4-fluorophenyl)-5-oxo-5,7-dihydrofuro[3,4-b]pyridine). As a reaction SMILES: [C:1]([C:5]1[C:6]([C:11]([OH:13])=O)=[N:7][CH:8]=[CH:9][CH:10]=1)([O:3]C)=O.[F:14][C:15]1[CH:22]=[CH:21][C:18](C=O)=[CH:17][CH:16]=1.N#N>CC1C=CC(C(C)C)=CC=1>[F:14][C:15]1[CH:22]=[CH:21][C:18]([CH:11]2[C:6]3=[N:7][CH:8]=[CH:9][CH:10]=[C:5]3[C:1](=[O:3])[O:13]2)=[CH:17][CH:16]=1. Reported procedure: A suspension of 3-carbomethoxypicolinic acid (15.0 g, 0.083 mol) and 4-fluorobenzaldehyde (90.8 g. 0.732 mol) in 250 mL of p-cymene is heated to reflux under a stream of N2 for 16 hours. The mixture is then allowed to cool to room temperature, filtered and the filtrate distilled in vacuo to remove p-cymene. A solution of the crude residue in CH2Cl2 is chromatographed on silica gel (using Et2O-hexane (2:1) as the eluent). Recrystallization from hexane-EtOAc gives pure 7-(4-fluorophenyl)-5-oxo-5,7... The reactants are 2-propylene bromide, β-lactone, COC([C@H](CC(C=C)C)N)=O (2(S)-amino-4-methyl-5-hexenoic acid methyl ester), peptide, β-lactone, N([C@@H](CO)C(=O)O)C(=O)OC(C)(C)C (Boc-Ser-OH), organolithium. Product: N[C@H](C(=O)O)CC(C=C)C (2(S)-amino-4-methyl-5-hexenoic acid). As a reaction SMILES: C[O:2][C:3](=[O:11])[C@@H:4]([NH2:10])[CH2:5][CH:6]([CH3:9])[CH:7]=[CH2:8].N(C(OC(C)(C)C)=O)[C@H](C(O)=O)CO>>[NH2:10][C@@H:4]([CH2:5][CH:6]([CH3:9])[CH:7]=[CH2:8])[C:3]([OH:11])=[O:2]. Procedure details: Entry No. 47: The 2(S)-amino-4-methyl-5-hexenoic acid methyl ester employed for the preparation of this peptide was obtained by converting Boc-Ser-OH to its corresponding β-lactone by the method of J. C. Vederas et ai., J. Am. Chem. Soc., 107 7105 (1985) and reacting the β-lactone with the organolithium derivative derived from 2-propylene bromide according to the method of D. Seebach and H. Neumann, Chem. Ber., 107, 847 (1974) to give 2(S)-amino-4-methyl-5-hexenoic acid. Subsequent esterificatio...